Dataset: the Open Reaction Database (ORD), a public repository of structured organic reaction records. Task: describe an organic reaction: reactants, conditions, products, and yield Reactants: BrC=1C=C2C(=C(C=NC2=CC1)C(=O)C1CC1)N[C@H]1CC[C@H](CC1)NC(OC(C)(C)C)=O (tert-butyl cis-4-[6-bromo-3-(cyclopropanecarbonyl)quinolin-4-ylamino]cyclohexylcarbamate), FC1=C(C(=CC(=C1)B1OC(C(O1)(C)C)(C)C)F)O (2,6-difluoro-4-(4,4,5,5-tetramethyl-1,3,2-dioxaborolan-2-yl)phenol). The product is C1(CC1)C(=O)C=1C=NC2=CC=C(C=C2C1N[C@H]1CC[C@H](CC1)NC(OC(C)(C)C)=O)C1=CC(=C(C(=C1)F)O)F (tert-Butyl cis-4-[3-(cyclopropanecarbonyl)-6-(3,5-difluoro-4-hydroxyphenyl)quinolin-4-ylamino]cyclohexylcarbamate). The yield is 86.2%. As a reaction SMILES: Br[C:2]1[CH:3]=[C:4]2[C:9](=[CH:10][CH:11]=1)[N:8]=[CH:7][C:6]([C:12]([CH:14]1[CH2:16][CH2:15]1)=[O:13])=[C:5]2[NH:17][C@@H:18]1[CH2:23][CH2:22][C@H:21]([NH:24][C:25](=[O:31])[O:26][C:27]([CH3:30])([CH3:29])[CH3:28])[CH2:20][CH2:19]1.[F:32][C:33]1[CH:38]=[C:37](B2OC(C)(C)C(C)(C)O2)[CH:36]=[C:35]([F:48])[C:34]=1[OH:49]>>[CH:14]1([C:12]([C:6]2[CH:7]=[N:8][C:9]3[C:4]([C:5]=2[NH:17][C@@H:18]2[CH2:19][CH2:20][C@H:21]([NH:24][C:25](=[O:31])[O:26][C:27]([CH3:28])([CH3:29])[CH3:30])[CH2:22][CH2:23]2)=[CH:3][C:2]([C:37]2[CH:38]=[C:33]([F:32])[C:34]([OH:49])=[C:35]([F:48])[CH:36]=2)=[CH:11][CH:10]=3)=[O:13])[CH2:15][CH2:16]1. Procedure details: Following general procedure F, tert-butyl cis-4-[6-bromo-3-(cyclopropanecarbonyl)quinolin-4-ylamino]cyclohexylcarbamate (54 mg, 0.110 mmol) was reacted with 2,6-difluoro-4-(4,4,5,5-tetramethyl-1,3,2-dioxaborolan-2-yl)phenol (34 mg, 0.132 mmol) to afford the desired product (51 mg, 86%) as a light yellow solid: ESI MS m/z 538 [C30H33F2N3O4+H]+. Reactants: C(C1=CC=CC=C1)OC=1C=CC=C2C=CC(=NC12)OC (8-(benzyloxy)-2-methoxyquinoline). Reagents/catalysts: [Pd] (Pd/C). Solvent: CCO (EtOH). Run at temperature 25 celsius, time 16 hour. Yields the product COC1=NC2=C(C=CC=C2C=C1)O (2-methoxyquinolin-8-ol). Yield: 82.5%. Reaction SMILES: C([O:8][C:9]1[CH:10]=[CH:11][CH:12]=[C:13]2[C:18]=1[N:17]=[C:16]([O:19][CH3:20])[CH:15]=[CH:14]2)C1C=CC=CC=1>CCO.[Pd]>[CH3:20][O:19][C:16]1[CH:15]=[CH:14][C:13]2[C:18](=[C:9]([OH:8])[CH:10]=[CH:11][CH:12]=2)[N:17]=1. Reported procedure: To a solution of 8-(benzyloxy)-2-methoxyquinoline (2.2 g, 8.3 mmol) in EtOH (40 mL) was added Pd/C (230 mg). The mixture was stirred at 25° C. for 16 h under an atmosphere of H2. The mixture was filtered, and the filtrate was evaporated to give the desired compound (1.2 g, 83%). 1HNMR (CDCl3, 400 MHz) δ: 7.91 (d, J=8.8 Hz, 1H), 7.52 (br. s., 1H), 7.23-7.15 (m, 2H), 7.07 (dd, J=1.4, 7.2 Hz, 1H), 6.85 (d, J=8.8 Hz, 1H), 3.99 (s, 3H). Reactants: C(C)(C)N(C(C)C)CC (N,N-diisopropylethylamine), N1CCC(C(=O)OCC)CC1 (ethyl isonipecotate), BrCC1=CC=C(C=C1)C=1N=NN(N1)CC (5-[4-(bromomethyl)phenyl]-2-ethyl-1,2,3,4-tetraazole). Run in CS(=O)C (DMSO), CO (methanol), C(C)(=O)OCC (ethyl acetate). Reaction conditions: time 72 hour. The product is C(C)N1N=C(N=N1)C1=CC=C(C=C1)CN1CCC(CC1)C(=O)OCC (ethyl 1-{[4-(2-ethyl-1,2,3,4-tetraazol-5-yl)phenyl]methyl}piperidine-4-carboxylate). Yield: 71.6%. As a reaction SMILES: [NH:1]1[CH2:11][CH2:10][CH:4]([C:5]([O:7][CH2:8][CH3:9])=[O:6])[CH2:3][CH2:2]1.C(N(CC)C(C)C)(C)C.Br[CH2:22][C:23]1[CH:28]=[CH:27][C:26]([C:29]2[N:30]=[N:31][N:32]([CH2:34][CH3:35])[N:33]=2)=[CH:25][CH:24]=1>CS(C)=O.CO.C(OCC)(=O)C>[CH2:34]([N:32]1[N:31]=[N:30][C:29]([C:26]2[CH:27]=[CH:28][C:23]([CH2:22][N:1]3[CH2:2][CH2:3][CH:4]([C:5]([O:7][CH2:8][CH3:9])=[O:6])[CH2:10][CH2:11]3)=[CH:24][CH:25]=2)=[N:33]1)[CH3:35]. Reported procedure: A solution of 16.0 grams (0.102 mole) of ethyl isonipecotate in 50 mL of DMSO and 66 mL of methanol was stirred, and 44 mL (0.256 mole) of N,N-diisopropylethylamine, followed by 22.8 grams (0.085 mole) of 5-[4-(bromomethyl)phenyl]-2-ethyl-1,2,3,4-tetraazole were added. Upon completion of addition, the reaction mixture was stirred at ambient temperature for about 72 hours. After this time, the reaction mixture was diluted with 130 mL of ethyl acetate, and washed with a 1:1 solution of an aqueous ... Reactants: N1=CC=CC=C1 (pyridine), C(C1=CC=CC=C1)(=O)OC1=C(NC(C=2C=CC=NC12)=O)C(=O)OC (methyl 8-(benzoyloxy)-5-oxo-5,6-dihydro-1,6-naphthyridine-7-carboxylate), O(S(=O)(=O)C(F)(F)F)S(=O)(=O)C(F)(F)F (Tf2O). The solvent is ClCCl (dichoromethane). Reaction conditions: temperature 0 celsius. Product: OC=1C(=NC(=C2C=CC=NC12)OS(=O)(=O)C(F)(F)F)C(=O)OC (methyl 8-hydroxy-5-{[(trifluoromethyl)sulfonyl]oxy}-1,6-naphthyridine-7-carboxylate). RXN SMILES: C([O:9][C:10]1[C:19]2[N:18]=[CH:17][CH:16]=[CH:15][C:14]=2[C:13](=[O:20])[NH:12][C:11]=1[C:21]([O:23][CH3:24])=[O:22])(=O)C1C=CC=CC=1.N1C=CC=CC=1.[O:31](S(C(F)(F)F)(=O)=O)[S:32]([C:35]([F:38])([F:37])[F:36])(=O)=[O:33]>ClCCl>[OH:9][C:10]1[C:11]([C:21]([O:23][CH3:24])=[O:22])=[N:12][C:13]([O:20][S:32]([C:35]([F:38])([F:37])[F:36])(=[O:33])=[O:31])=[C:14]2[C:19]=1[N:18]=[CH:17][CH:16]=[CH:15]2. Procedure details: To a stirring suspension of the compound of Step 2 (25 g, 77 mmol) in dry dichoromethane (150 ml) under argon was added pyridine (31 ml, 385 mmol). The suspension was then cooled to 0° C. and Tf2O (32.6 g, 19.4 ml, 116 mmol) was added dropwise which caused the formation of a red color. The ice bath was then removed and after 1 hour the red solution was poured into a saturated aqueous solution of NaHCO3 (200 ml). The organic phase was separated and the aqueous phase was extracted three times with... The reactants are CC(=O)[O-], CC(=O)CC(C)=O, CC(=O)O, CCO, Cl, O=N[O-], Nc1ccc(F)cc1, [Na+], [Na+], O. Product: CC(=O)C(=NNc1ccc(F)cc1)C(C)=O. Reaction SMILES: [CH3:14][C:15](=[O:16])[O-:17].[CH3:18][C:19](=[O:20])[CH2:21][C:22]([CH3:23])=[O:24].[CH3:25][C:26](=[O:27])[OH:28].[CH3:31][CH2:32][OH:33].[ClH:29].[N:9]([O-:10])=[O:11].[NH2:1][c:2]1[cH:3][cH:4][c:5]([F:6])[cH:7][cH:8]1.[Na+:12].[Na+:13].[OH2:30]>>[NH:1]([c:2]1[cH:3][cH:4][c:5]([F:6])[cH:7][cH:8]1)[N:9]=[C:21]([C:19]([CH3:18])=[O:20])[C:22]([CH3:23])=[O:24]. The reactants are O=C([O-])O, C1CCOC1, Cc1ccc(-c2ccc3c(c2)C=C(C(=O)Nc2ccc(CCl)cc2)CC3)cc1, Nc1cccnc1, [Na+]. Product: Cc1ccc(-c2ccc3c(c2)C=C(C(=O)Nc2ccc(CNc4cccnc4)cc2)CC3)cc1. RXN SMILES: [C:36](=[O:37])([O-:38])[OH:39].[CH2:41]1[O:42][CH2:43][CH2:44][CH2:45]1.[Cl:1][CH2:2][c:3]1[cH:4][cH:5][c:6]([NH:9][C:10](=[O:11])[C:12]2=[CH:13][c:14]3[cH:15][c:16](-[c:22]4[cH:23][cH:24][c:25]([CH3:28])[cH:26][cH:27]4)[cH:17][cH:18][c:19]3[CH2:20][CH2:21]2)[cH:7][cH:8]1.[NH2:29][c:30]1[cH:31][n:32][cH:33][cH:34][cH:35]1.[Na+:40]>>[CH2:2]([c:3]1[cH:4][cH:5][c:6]([NH:9][C:10](=[O:11])[C:12]2=[CH:13][c:14]3[cH:15][c:16](-[c:22]4[cH:23][cH:24][c:25]([CH3:28])[cH:26][cH:27]4)[cH:17][cH:18][c:19]3[CH2:20][CH2:21]2)[cH:7][cH:8]1)[NH:29][c:30]1[cH:31][n:32][cH:33][cH:34][cH:35]1.